From a dataset of the Open Reaction Database (ORD), a public repository of structured organic reaction records. describe an organic reaction: reactants, conditions, products, and yield Starting materials: CC1(OCC(C(O1)CSC)CN(C)CC1=CNC2=C1N=CN=C2N)C (7-(((((4RS,5RS)-2,2-dimethyl-4-(methylthiomethyl)-1,3-dioxan-5-yl)methyl)(methyl)amino)methyl)-5H-pyrrolo[3,2-d]pyrimidin-4-amine), Cl (HCl). The solvent is C(Cl)Cl (CH2Cl2), CO (MeOH). Reaction conditions: time 2 hour. Product: N.CO (NH3 MeOH), NC=1C2=C(N=CN1)C(=CN2)CN(C)CC(CO)C(CSC)O ((2RS,3RS)-2-((((4-amino-5H-pyrrolo[3,2-d]pyrimidin-7-yl)methyl)(methyl)amino)methyl)-4-(methylthio)butane-1,3-diol). Yield: 158.5%. As a reaction SMILES: C[C:2]1(C)[O:7][CH:6]([CH2:8][S:9][CH3:10])[CH:5]([CH2:11][N:12]([CH2:14][C:15]2[C:19]3[N:20]=[CH:21][N:22]=[C:23]([NH2:24])[C:18]=3[NH:17][CH:16]=2)[CH3:13])[CH2:4][O:3]1.Cl>CO.C(Cl)Cl>[NH3:12].[CH3:2][OH:3].[NH2:24][C:23]1[C:18]2[NH:17][CH:16]=[C:15]([CH2:14][N:12]([CH2:11][CH:5]([CH:6]([OH:7])[CH2:8][S:9][CH3:10])[CH2:4][OH:3])[CH3:13])[C:19]=2[N:20]=[CH:21][N:22]=1 |f:4.5|. Procedure details: To a solution of 7-(((((4RS,5RS)-2,2-dimethyl-4-(methylthiomethyl)-1,3-dioxan-5-yl)methyl)(methyl)amino)methyl)-5H-pyrrolo[3,2-d]pyrimidin-4-amine (34 mg, 93 μmol) in MeOH (2 mL) was added conc aq HCl (0.5 mL) and the solution was allowed to stand at RT for 2 h, then was concentrated to dryness. Chromatography (15% then 25% 7N NH3/MeOH in CH2Cl2) gave (2RS,3RS)-2-((((4-amino-5H-pyrrolo[3,2-d]pyrimidin-7-yl)methyl)(methyl)amino)methyl)-4-(methylthio)butane-1,3-diol (24 mg, 73.7 μmol, 79% yield) a... Reactants: OC1CC(N(C(C1)(C)C)OC)(C)C (4-hydroxy-1-methoxy-2,2,6,6-tetramethylpiperidine), [H-].[Na+] (sodium hydride), N1=C(Cl)N=C(Cl)N=C1Cl (cyanuric chloride). Run in O1CCOCC1 (1,4-dioxane). The product is CON1C(CC(CC1(C)C)OC1=NC(=NC(=N1)OC1CC(N(C(C1)(C)C)OC)(C)C)OC1CC(N(C(C1)(C)C)OC)(C)C)(C)C (2,4,6-Tris(1-methoxy-2,2,6,6-tetramethylpiperidin-4-yloxy)-1,3,5-triazine). Reaction SMILES: [OH:1][CH:2]1[CH2:7][C:6]([CH3:9])([CH3:8])[N:5]([O:10][CH3:11])[C:4]([CH3:13])([CH3:12])[CH2:3]1.[H-].[Na+].[N:16]1[C:23](Cl)=[N:22][C:20](Cl)=[N:19][C:17]=1Cl>O1CCOCC1>[CH3:11][O:10][N:5]1[C:6]([CH3:8])([CH3:9])[CH2:7][CH:2]([O:1][C:17]2[N:19]=[C:20]([O:1][CH:2]3[CH2:7][C:6]([CH3:8])([CH3:9])[N:5]([O:10][CH3:11])[C:4]([CH3:13])([CH3:12])[CH2:3]3)[N:22]=[C:23]([O:1][CH:2]3[CH2:7][C:6]([CH3:8])([CH3:9])[N:5]([O:10][CH3:11])[C:4]([CH3:13])([CH3:12])[CH2:3]3)[N:16]=2)[CH2:3][C:4]1([CH3:13])[CH3:12] |f:1.2|. Procedure details: The title compound is prepared by the reaction of 4-hydroxy-1-methoxy-2,2,6,6-tetramethylpiperidine, sodium hydride, and cyanuric chloride in 1,4-dioxane solvent. Procedure details: A solution of 0.25 g of 3-amino-2-(4-chlorophenyl)propylphosphonous acid in 10 ml of 0.1M sodium hydroxide solution is stirred at room temperature for a period of 1 hour, and then concentrated under reduced pressure to give sodium 3-amino-2-(4-chlorophenyl)propylphosphinate as a hygroscopic solid, 31 p=+26.0 ppm (D2O). Product: NCC(CP([O-])=O)C1=CC=C(C=C1)Cl.[Na+] (sodium 3-amino-2-(4-chlorophenyl)propylphosphinate). Reactants: NCC(CP(O)O)C1=CC=C(C=C1)Cl (3-amino-2-(4-chlorophenyl)propylphosphonous acid), [OH-].[Na+] (sodium hydroxide). RXN SMILES: [NH2:1][CH2:2][CH:3]([C:8]1[CH:13]=[CH:12][C:11]([Cl:14])=[CH:10][CH:9]=1)[CH2:4][P:5]([OH:7])[OH:6].[OH-].[Na+:16]>>[NH2:1][CH2:2][CH:3]([C:8]1[CH:13]=[CH:12][C:11]([Cl:14])=[CH:10][CH:9]=1)[CH2:4][PH:5](=[O:6])[O-:7].[Na+:16] |f:1.2,3.4|. Product: O=[N+]([O-])c1cn(CC(CO)COc2ccc(OC(F)(F)F)cc2)c(Br)n1. RXN SMILES: [Br:1][c:2]1[n:3]([CH2:10][CH:11]([CH2:12][O:13][Si:14]([C:15]([CH3:16])([CH3:17])[CH3:18])([CH3:19])[CH3:20])[CH2:21][O:22][c:23]2[cH:24][cH:25][c:26]([O:29][C:30]([F:31])([F:32])[F:33])[cH:27][cH:28]2)[cH:4][c:5]([N+:7](=[O:8])[O-:9])[n:6]1.[C:35](=[O:36])=[O:37].[CH3:38][C:39](=[O:40])[CH3:41].[CH3:43][CH2:44][OH:45].[CH3:46][OH:47].[ClH:34].[NH3:42]>>[Br:1][c:2]1[n:3]([CH2:10][CH:11]([CH2:12][OH:13])[CH2:21][O:22][c:23]2[cH:24][cH:25][c:26]([O:29][C:30]([F:31])([F:32])[F:33])[cH:27][cH:28]2)[cH:4][c:5]([N+:7](=[O:8])[O-:9])[n:6]1. Reactants: CC(C)(C)[Si](C)(C)OCC(COc1ccc(OC(F)(F)F)cc1)Cn1cc([N+](=O)[O-])nc1Br, O=C=O, CC(C)=O, CCO, CO, Cl, N. The reactants are ClC=1C=C(N)C=CC1Cl (3,4-dichloroaniline), BrC(C(=O)N=C=O)CBr (2,3-dibromopropionyl isocyanate). Run in C1=CC=CC=C1 (benzene), C1=CC=CC=C1 (benzene). Conditions: temperature 5 celsius. The product is ClC=1C=C(C=CC1Cl)NC(=O)NC(C(CBr)Br)=O (N-(3,4-dichlorophenyl)-N'-(2,3-dibromopropionyl)-urea). As a reaction SMILES: [Cl:1][C:2]1[CH:3]=[C:4]([CH:6]=[CH:7][C:8]=1[Cl:9])[NH2:5].[Br:10][CH:11]([CH2:17][Br:18])[C:12]([N:14]=[C:15]=[O:16])=[O:13]>C1C=CC=CC=1>[Cl:1][C:2]1[CH:3]=[C:4]([NH:5][C:15]([NH:14][C:12](=[O:13])[CH:11]([Br:10])[CH2:17][Br:18])=[O:16])[CH:6]=[CH:7][C:8]=1[Cl:9]. Reported procedure: 16 g of 3,4-dichloroaniline are dissolved in 200 ml of dry benzene and a solution of 26.0 g of 2,3-dibromopropionyl isocyanate in 50 ml of benzene is added dropwise with cooling at 5° C. The urea formed is immediately precipitated in crystalline form. After stirring for 3 hours at 20° C., the reaction mixture is diluted with the same volume of petroleum ether, filtered and dried. Yield: 39.0 g, m.p: 174° - 175° C. Reactants: amide, N1(CCCC1)CC=1C=C2C(=NC1)SC(=N2)C2=C(N)C=CC=C2 (2-(6-(pyrrolidin-1-ylmethyl)thiazolo[5,4-b]pyridin-2-yl)aniline), C1(=CC=CC=C1)C=1SC=C(N1)C(=O)O (2-phenylthiazole-4-carboxylic acid). The solvent is O (water). The product is C1(=CC=CC=C1)C=1SC=C(N1)C(=O)NC1=C(C=CC=C1)C=1SC2=NC=C(C=C2N1)CN1CCCC1 (2-phenyl-N-(2-(6-(pyrrolidin-1-ylmethyl)thiazolo[5,4-b]pyridin-2-yl)phenyl)thiazole-4-carboxamide). RXN SMILES: [N:1]1([CH2:6][C:7]2[CH:8]=[C:9]3[N:15]=[C:14]([C:16]4[CH:22]=[CH:21][CH:20]=[CH:19][C:17]=4[NH2:18])[S:13][C:10]3=[N:11][CH:12]=2)[CH2:5][CH2:4][CH2:3][CH2:2]1.[C:23]1([C:29]2[S:30][CH:31]=[C:32]([C:34](O)=[O:35])[N:33]=2)[CH:28]=[CH:27][CH:26]=[CH:25][CH:24]=1>O>[C:23]1([C:29]2[S:30][CH:31]=[C:32]([C:34]([NH:18][C:17]3[CH:19]=[CH:20][CH:21]=[CH:22][C:16]=3[C:14]3[S:13][C:10]4[C:9]([N:15]=3)=[CH:8][C:7]([CH2:6][N:1]3[CH2:2][CH2:3][CH2:4][CH2:5]3)=[CH:12][N:11]=4)=[O:35])[N:33]=2)[CH:24]=[CH:25][CH:26]=[CH:27][CH:28]=1. Procedure details: The title compound was prepared according to amide synthesis general method A, utilizing 2-(6-(pyrrolidin-1-ylmethyl)thiazolo[5,4-b]pyridin-2-yl)aniline and 2-phenylthiazole-4-carboxylic acid. The product was isolated by precipitation by the addition of water, triturated with hot methanol, dissolved in CH2Cl2, washed with dilute NaHCO3, concentrated and purified by silica gel chromatography (gradient 0 to 10% methanol in CH2Cl2). MS Calcd for C27H23N5OS2: 497.13. Found (M+H)+ m/z=498. The reactants are tert. butoxycarbonyl anhydride, FC(C=1C=C(C(=O)N2[C@@H](CNCC2)CC2=CNC3=CC=CC=C23)C=C(C1)C(F)(F)F)(F)F ((2R)-1-[3,5-bis(trifluoromethyl)benzoyl]-2-(1H-indol-3-ylmethyl)-piperazine), O (water), C(=O)([O-])[O-].[K+].[K+] (K2CO3). The solvent is CC(C)(C)OC (MTBE), C1CCOC1 (THF), C1CCOC1 (THF), C1CCOC1 (THF). Reaction conditions: time 12 hour. The product is FC(C=1C=C(C(=O)N2[C@@H](CN(CC2)C(=O)OC(C)(C)C)CC2=CNC3=CC=CC=C23)C=C(C1)C(F)(F)F)(F)F ((2R)-1-[3,5-bis(trifluoromethyl)benzoyl]-2-(1H-indol-3-ylmethyl]-4-(tert.butoxycarbonyl)piperazine). Reaction SMILES: [F:1][C:2]([F:32])([F:31])[C:3]1[CH:4]=[C:5]([CH:24]=[C:25]([C:27]([F:30])([F:29])[F:28])[CH:26]=1)[C:6]([N:8]1[CH2:13][CH2:12][NH:11][CH2:10][C@H:9]1[CH2:14][C:15]1[C:23]2[C:18](=[CH:19][CH:20]=[CH:21][CH:22]=2)[NH:17][CH:16]=1)=[O:7].O.[C:34]([O-:37])([O-])=[O:35].[K+].[K+]>C1COCC1.CC(OC)(C)C>[F:30][C:27]([F:28])([F:29])[C:25]1[CH:24]=[C:5]([CH:4]=[C:3]([C:2]([F:1])([F:31])[F:32])[CH:26]=1)[C:6]([N:8]1[CH2:13][CH2:12][N:11]([C:34]([O:37][C:3]([CH3:4])([CH3:26])[CH3:2])=[O:35])[CH2:10][C@H:9]1[CH2:14][C:15]1[C:23]2[C:18](=[CH:19][CH:20]=[CH:21][CH:22]=2)[NH:17][CH:16]=1)=[O:7] |f:2.3.4|. Procedure details: First 50 ml of a 55% by weight solution of (2R)-1-[3,5-bis(trifluoromethyl)benzoyl]-2-(1H-indol-3-ylmethyl)-piperazine in THF and then 25 ml water were added to a suspension of 7.4 9 K2CO3 in 150 ml THF. A solution of 12.2 g tert. butoxycarbonyl anhydride in 50 ml THF was added to this receiving solution, and the mixture was stirred for 12 hours at room temperature. After reduction of the reaction mixture in a vacuum, the residue was taken up in 300 ml MTBE, and the organic phase was washed, in ... Reactants: ClC1=NC=CC(=N1)NC1=NNC(=C1)C1CC1 (2-chloro-N-(5-cyclopropyl-1H-pyrazol-3-yl)-pyrimidin-4-amine), NC(C)C=1C=C2C(=CN1)N(C=C2)C(=O)OC(C)(C)C (tert-butyl 5-(1-aminoethyl)-1H-pyrrolo[2,3-c]pyridine-1-carboxylate), CCN(C(C)C)C(C)C (DIPEA). Solvent: CCCCO (n-BuOH). Conditions: temperature 115 celsius. Yields the product N1C=CC=2C1=CN=C(C2)C(C)NC2=NC=CC(=N2)NC2=NNC(=C2)C2CC2 (N2-(1-(1H-pyrrolo[2,3-c]pyridin-5-yl)ethyl)-N4-(5-cyclopropyl-1H-pyrazol-3-yl)pyrimidine-2,4-diamine). As a reaction SMILES: Cl[C:2]1[N:7]=[C:6]([NH:8][C:9]2[CH:13]=[C:12]([CH:14]3[CH2:16][CH2:15]3)[NH:11][N:10]=2)[CH:5]=[CH:4][N:3]=1.[NH2:17][CH:18]([C:20]1[CH:21]=[C:22]2[CH:28]=[CH:27][N:26](C(OC(C)(C)C)=O)[C:23]2=[CH:24][N:25]=1)[CH3:19].CCN(C(C)C)C(C)C>CCCCO>[NH:26]1[C:23]2=[CH:24][N:25]=[C:20]([CH:18]([NH:17][C:2]3[N:7]=[C:6]([NH:8][C:9]4[CH:13]=[C:12]([CH:14]5[CH2:16][CH2:15]5)[NH:11][N:10]=4)[CH:5]=[CH:4][N:3]=3)[CH3:19])[CH:21]=[C:22]2[CH:28]=[CH:27]1. Reported procedure: A sealed-cap vial was charged with 2-chloro-N-(5-cyclopropyl-1H-pyrazol-3-yl)-pyrimidin-4-amine (60 mg, 0.25 mmol), tert-butyl 5-(1-aminoethyl)-1H-pyrrolo[2,3-c]pyridine-1-carboxylate (93 mg, 0.36 mmol), DIPEA (0.16 mL) and n-BuOH (0.8 mL). The mixture was heated at 115° C. for 72 h. The reaction mixture was concentrated under reduced pressure. The crude mixture was purified by preparative HPLC to afford N2-(1-(1H-pyrrolo[2,3-c]pyridin-5-yl)ethyl)-N4-(5-cyclopropyl-1H-pyrazol-3-yl)pyrimidine-2,4... Reactants: [Br-].C(=O)(O)CCCCCCCCCC[P+](C1=CC=CC=C1)(C1=CC=CC=C1)C1=CC=CC=C1 (10-carboxydecyltriphenylphosphonium bromide), C(C1=CC=CC=C1)=O (benzaldehyde). Run in C1CCOC1 (THF). Yields the product C1(=CC=CC=C1)C=CCCCCCCCCCC(=O)O (12-Phenyl-11-dodecenoic acid). Yield: 44.3%. Reaction SMILES: [Br-].[C:2]([CH2:5][CH2:6][CH2:7][CH2:8][CH2:9][CH2:10][CH2:11][CH2:12][CH2:13][CH2:14][P+](C1C=CC=CC=1)(C1C=CC=CC=1)C1C=CC=CC=1)([OH:4])=[O:3].[CH:34](=O)[C:35]1[CH:40]=[CH:39][CH:38]=[CH:37][CH:36]=1>C1COCC1>[C:35]1([CH:34]=[CH:14][CH2:13][CH2:12][CH2:11][CH2:10][CH2:9][CH2:8][CH2:7][CH2:6][CH2:5][C:2]([OH:4])=[O:3])[CH:40]=[CH:39][CH:38]=[CH:37][CH:36]=1 |f:0.1|. Procedure details: This compound was synthesized from 10-carboxydecyltriphenylphosphonium bromide (10.55 g, 20 mmol) and benzaldehyde (2.12 g, 20 mmol) in THF (100 mL) by a Wittig reaction. Kugelrohr distillation (bp 152-155° C./0.03 torr) and crystallization afforded the product (2.43 g, 44%) as white crystals (mp 27-27.5° C.). IR: 3400-2500, 1720, 700 cm-1 ; 1H-NMR: 1.30 (m, 10H), 1.40 (m, 2H), 1.62 (m, 2H), 2.35 (m, 4H), 5.65 (m, 1H), 6.40 (m, 1H), 7.25 (m, 5H), 10.40 (bs, 1H). Anal. Calcd. for C18H26O2 : C, 78...